Dataset: the Open Reaction Database (ORD), a public repository of structured organic reaction records. Task: describe an organic reaction: reactants, conditions, products, and yield The reactants are ClC1=C(C(=NC(=C1)C)C)[N+](=O)[O-] (4-chloro-2,6-dimethyl-3-nitropyridine), C(C1=CC=CC=C1)N (benzylamine). The solvent is C(C)(C)O (isopropanol). The product is Cl.C(C1=CC=CC=C1)NC1=C(C(=NC(=C1)C)C)[N+](=O)[O-] (4-Benzylamino-2,6-dimethyl-3-nitropyridine hydrochloride). RXN SMILES: [Cl:1][C:2]1[CH:7]=[C:6]([CH3:8])[N:5]=[C:4]([CH3:9])[C:3]=1[N+:10]([O-:12])=[O:11].[CH2:13]([NH2:20])[C:14]1[CH:19]=[CH:18][CH:17]=[CH:16][CH:15]=1>C(O)(C)C>[ClH:1].[CH2:13]([NH:20][C:2]1[CH:7]=[C:6]([CH3:8])[N:5]=[C:4]([CH3:9])[C:3]=1[N+:10]([O-:12])=[O:11])[C:14]1[CH:19]=[CH:18][CH:17]=[CH:16][CH:15]=1 |f:3.4|. Reported procedure: 9.3 Grams (0.05 mol) of 4-chloro-2,6-dimethyl-3-nitropyridine and 10.7 g (0.1 mol) of benzylamine are heated for 5 hours at boiling point in 20 ml of isopropanol. After cooling, the mixture is concentrated, dissolved in water and extracted with chloroform. The chloroform phase is dried with sodium sulfate and concentrated. The residue is converted with ethanolic hydrochloric acid into the hydrochloride and recrystallized from isopropanol. Reaction SMILES: Cl[C:2]1[C:3](C#N)=[C:4]2[C:8](=[CH:9][CH:10]=1)[N:7]([CH2:11][C:12]([OH:14])=[O:13])[C:6]([CH3:15])=[C:5]2[S:16]([C:19]1[CH:24]=[CH:23][C:22]([Cl:25])=[CH:21][CH:20]=1)(=[O:18])=[O:17].ClC1C=CC(S([C:38]2C3C(=CC=CC=3NS(C)(=O)=O)[N:40](CC(O)=O)[C:39]=2C)(=O)=O)=CC=1.ClC1C=CC(SC2C3C(=CC=C(C)C=3)NC=2C)=CC=1>>[Cl:25][C:22]1[CH:21]=[CH:20][C:19]([S:16]([C:5]2[C:4]3[C:8](=[CH:9][CH:10]=[CH:2][C:3]=3[NH:40][CH2:39][CH3:38])[N:7]([CH2:11][C:12]([OH:14])=[O:13])[C:6]=2[CH3:15])(=[O:17])=[O:18])=[CH:24][CH:23]=1. Procedure: The title compound was prepared by the method of example 2 part (d) using the by product from example 22 part (a). Product was purified using reverse phase preparative HPLC. Product: ClC1=CC=C(C=C1)S(=O)(=O)C1=C(N(C2=CC=CC(=C12)NCC)CC(=O)O)C (3-[(4-chlorophenyl)sulfonyl]-4-(ethylamino)-2-methyl-1H-indole-1-acetic acid). The reactants are ClC=1C(=C2C(=C(N(C2=CC1)CC(=O)O)C)S(=O)(=O)C1=CC=C(C=C1)Cl)C#N (5-Chloro-3-[(4-chlorophenyl)sulfonyl]-4-cyano-2-methyl-1H-indole-1-acetic acid), ClC1=CC=C(C=C1)S(=O)(=O)C1=C(N(C2=CC=CC(=C12)NS(=O)(=O)C)CC(=O)O)C (3-[(4-chlorophenyl)sulfonyl]-2-methyl-4-[(methylsulfonyl)amino]-1H-indole-1-acetic acid), ClC1=CC=C(C=C1)SC1=C(NC2=CC=C(C=C12)C)C (3-[(4-chlorophenyl)thio]-2,5-dimethyl-1H-indole). Procedure details: To a solution of 1,2-epoxydodecane (1.84 g, 10.0 mmol) in anhydrous acetonitrile (5 mL) is added anhydrous magnesium perchlorate (2.23 g, 10.0 mmol). After 15 minutes, benzylamine (1.1 mL, 10.0 mmol) is added dropwise and the solution is stirred for 50 hours at room temperature. The mixture is concentrated, diluted with water, and extracted twice with ethyl acetate. The combined organic extracts are washed with water, brine, dried over magnesium sulfate, and concentrated to afford 2.9 g of the t... The reactants are O1CC1CCCCCCCCCC (1,2-epoxydodecane), Cl(=O)(=O)(=O)[O-].[Mg+2].Cl(=O)(=O)(=O)[O-] (magnesium perchlorate), C(C1=CC=CC=C1)N (benzylamine). Isolated yield 99.5%. Reaction SMILES: [O:1]1[CH:3]([CH2:4][CH2:5][CH2:6][CH2:7][CH2:8][CH2:9][CH2:10][CH2:11][CH2:12][CH3:13])[CH2:2]1.Cl([O-])(=O)(=O)=O.[Mg+2].Cl([O-])(=O)(=O)=O.[CH2:25]([NH2:32])[C:26]1[CH:31]=[CH:30][CH:29]=[CH:28][CH:27]=1>C(#N)C>[CH2:25]([NH:32][CH2:2][CH:3]([OH:1])[CH2:4][CH2:5][CH2:6][CH2:7][CH2:8][CH2:9][CH2:10][CH2:11][CH2:12][CH3:13])[C:26]1[CH:31]=[CH:30][CH:29]=[CH:28][CH:27]=1 |f:1.2.3|. Product: C(C1=CC=CC=C1)NCC(CCCCCCCCCC)O (1-(N-Benzyl)amino-2-dodecanol). Run in C(C)#N (acetonitrile). Conditions: time 15 minute. Reactants: BrC(C)Br (dibromoethane), titane tetrachloride, solution, reagent, COC(=O)C=1SC(=CC1N(C1CCC(CC1)=O)C(=O)C1CCC(CC1)C)C1=CC=CC=C1 (3-[(4-Methyl-cyclohexanecarbonyl)-(4-oxo-cyclohexyl)-amino]-5-phenyl-thiophene-2-carboxylic acid methyl ester), C([O-])(O)=O.[Na+] (sodium bicarbonate). Reagents/catalysts: [Zn] (zinc). Run in O1CCCC1 (tetrahydrofuran), ClCCl (dichloromethane), ClCCl (dichloromethane). Reaction conditions: temperature -40 celsius. Yields the product COC(=O)C=1SC(=CC1N(C1CCC(CC1)=C)C(=O)C1CCC(CC1)C)C1=CC=CC=C1 (3-[(4-Methyl-cyclohexanecarbonyl)-(4-methylene-cyclohexyl)-amino]-5-phenyl-thiophene-2-carboxylic acid methyl ester). The yield is 80.5%. As a reaction SMILES: Br[CH:2](Br)C.[CH3:5][O:6][C:7]([C:9]1[S:10][C:11]([C:31]2[CH:36]=[CH:35][CH:34]=[CH:33][CH:32]=2)=[CH:12][C:13]=1[N:14]([C:22]([CH:24]1[CH2:29][CH2:28][CH:27]([CH3:30])[CH2:26][CH2:25]1)=[O:23])[CH:15]1[CH2:20][CH2:19][C:18](=O)[CH2:17][CH2:16]1)=[O:8].C(=O)(O)[O-].[Na+]>O1CCCC1.ClCCl.[Zn]>[CH3:5][O:6][C:7]([C:9]1[S:10][C:11]([C:31]2[CH:36]=[CH:35][CH:34]=[CH:33][CH:32]=2)=[CH:12][C:13]=1[N:14]([C:22]([CH:24]1[CH2:25][CH2:26][CH:27]([CH3:30])[CH2:28][CH2:29]1)=[O:23])[CH:15]1[CH2:20][CH2:19][C:18](=[CH2:2])[CH2:17][CH2:16]1)=[O:8] |f:2.3|. Procedure: To a suspension of zinc dust (2.87 g, 44.0 mmol) and dibromoethane (1.00 mL, 14.4 mmol) in tetrahydrofuran (20 mL) stirred under a nitrogen atmosphere at −40° C. was added titane tetrachloride (10 mL of a solution 1M in dichloromethane, 10 mmol). The mixture was then allowed to warm to room temperature and was stirred for two days at this temperature. This methylation reagent (2.5 eq) was added to a solution of 3-[(4-Methyl-cyclohexanecarbonyl)-(4-oxo-cyclohexyl)-amino]-5-phenyl-thiophene-2-carb... Starting materials: FC1=C(C(=CC=C1)F)C1=NC(SS1)=O (5-(2,6-difluorophenyl)-1,2,4-dithiazole-3-one), ClC1=C(N)C=C(C=C1C(F)(F)F)Cl (2,5-dichloro-3-trifluoromethylaniline), C(CCC)P(CCCC)CCCC (tributylphosphine). Run at time 30 minute. The yield is 77.8%. Run in ClCCl (dichloromethane), ClCCl (dichloromethane). Reported procedure: To a solution of 5-(2,6-difluorophenyl)-1,2,4-dithiazole-3-one (0.9 g) in 20 ml of dichloromethane was added dropwise a solution of 2,5-dichloro-3-trifluoromethylaniline (0.9 g) and tributylphosphine (0.8 g) in 10 ml of dichloromethane under ice-cooling and the solution was stirred for 30 minutes at room temperature. The dichloromethane was then distilled off under reduced pressure and to the residue was added ligroin. The precipitated crystal was filtered and the crystal was washed with ligroin... The product is ClC1=C(C=C(C=C1C(F)(F)F)Cl)NC(=O)NC(C1=C(C=CC=C1F)F)=S (1-(2,5-dichloro-3-trifluoromethylphenyl)-3-(2,6-difluorothiobenzoyl) urea). Reaction SMILES: [F:1][C:2]1[CH:7]=[CH:6][CH:5]=[C:4]([F:8])[C:3]=1[C:9]1[S:13]S[C:11](=[O:14])[N:10]=1.[Cl:15][C:16]1[C:22]([C:23]([F:26])([F:25])[F:24])=[CH:21][C:20]([Cl:27])=[CH:19][C:17]=1[NH2:18].C(P(CCCC)CCCC)CCC>ClCCl>[Cl:15][C:16]1[C:22]([C:23]([F:25])([F:26])[F:24])=[CH:21][C:20]([Cl:27])=[CH:19][C:17]=1[NH:18][C:11]([NH:10][C:9](=[S:13])[C:3]1[C:2]([F:1])=[CH:7][CH:6]=[CH:5][C:4]=1[F:8])=[O:14]. Starting materials: NC=1C=C(C(=O)[C@@H]2[C@@H](C2)C(=O)O)C=CC1 (cis-2-(m-aminobenzoyl)-cyclopropanecarboxylic acid), O.NN (hydrazine hydrate). The solvent is C(C)O (ethanol). Product: NC=1C=C(C=CC1)C=1C2CC2C(NN1)=O (2-(m-aminophenyl)-3,4-diaza-bicyclo[4.1.0]hept-2-en-5-one). Isolated yield 60.0%. As a reaction SMILES: [NH2:1][C:2]1[CH:3]=[C:4]([CH:13]=[CH:14][CH:15]=1)[C:5]([C@H:7]1[CH2:9][C@H:8]1[C:10](O)=[O:11])=O.O.[NH2:17][NH2:18]>C(O)C>[NH2:1][C:2]1[CH:3]=[C:4]([C:5]2[CH:7]3[CH:8]([C:10](=[O:11])[NH:17][N:18]=2)[CH2:9]3)[CH:13]=[CH:14][CH:15]=1 |f:1.2|. Reported procedure: 600 mg (2.9 millimoles) of cis-2-(m-aminobenzoyl)-cyclopropanecarboxylic acid, 20 ml of ethanol and 0.16 g (3.2 millimoles) of hydrazine hydrate are refluxed for 6 hours. After filtering off the product at 10° C. and drying it under reduced pressure at 50° C., 0.35 g (60% of theory) of 2-(m-aminophenyl)-3,4-diaza-bicyclo[4.1.0]hept-2-en-5-one are isolated as colorless crystals, which are identical with the compound from Example 33.